From a dataset of the Open Reaction Database (ORD), a public repository of structured organic reaction records. describe an organic reaction: reactants, conditions, products, and yield Yields the product CCCCCCC(=O)C(F)(F)F. As a reaction SMILES: [CH2:2]([CH2:3][CH2:4][CH2:5][CH2:6][CH3:7])[Br:8].[Mg:1].[OH:9][C:10](=[O:11])[C:12]([F:13])([F:14])[F:15]>>[CH2:2]([CH2:3][CH2:4][CH2:5][CH2:6][CH3:7])[C:10](=[O:9])[C:12]([F:13])([F:14])[F:15]. The reactants are CCCCCCBr, [Mg], O=C(O)C(F)(F)F. The reactants are CC(=O)Nc1nc(C)c(S(=O)(=O)Cl)s1, COC(=O)C(Cc1ccc(-c2ccc(C#N)cc2)cc1)NC(=O)C1Cc2cc3c(cc2CN1)OC(c1ccc(OCc2ccc(C)c(C)c2)cc1)CO3, Cl. Product: COC(=O)C(Cc1ccc(-c2ccc(C#N)cc2)cc1)NC(=O)C1Cc2cc3c(cc2CN1S(=O)(=O)c1sc(NC(C)=O)nc1C)OC(c1ccc(OCc2ccc(C)c(C)c2)cc1)CO3. As a reaction SMILES: [C:55]([CH3:56])(=[O:57])[NH:58][c:59]1[s:60][c:61]([S:65](=[O:66])(=[O:67])[Cl:68])[c:62]([CH3:64])[n:63]1.[CH3:2][O:3][C:4]([CH:5]([CH2:6][c:7]1[cH:8][cH:9][c:10](-[c:13]2[cH:14][cH:15][c:16]([C:19]#[N:20])[cH:17][cH:18]2)[cH:11][cH:12]1)[NH:21][C:22](=[O:23])[CH:24]1[NH:25][CH2:26][c:27]2[cH:28][c:29]3[c:30]([cH:31][c:32]2[CH2:33]1)[O:34][CH2:35][CH:36]([c:38]1[cH:39][cH:40][c:41]([O:44][CH2:45][c:46]2[cH:47][c:48]([CH3:53])[c:49]([CH3:52])[cH:50][cH:51]2)[cH:42][cH:43]1)[O:37]3)=[O:54].[ClH:1]>>[CH3:2][O:3][C:4]([CH:5]([CH2:6][c:7]1[cH:8][cH:9][c:10](-[c:13]2[cH:14][cH:15][c:16]([C:19]#[N:20])[cH:17][cH:18]2)[cH:11][cH:12]1)[NH:21][C:22](=[O:23])[CH:24]1[N:25]([S:65]([c:61]2[s:60][c:59]([NH:58][C:55]([CH3:56])=[O:57])[n:63][c:62]2[CH3:64])(=[O:66])=[O:67])[CH2:26][c:27]2[cH:28][c:29]3[c:30]([cH:31][c:32]2[CH2:33]1)[O:34][CH2:35][CH:36]([c:38]1[cH:39][cH:40][c:41]([O:44][CH2:45][c:46]2[cH:47][c:48]([CH3:53])[c:49]([CH3:52])[cH:50][cH:51]2)[cH:42][cH:43]1)[O:37]3)=[O:54]. Reactants: 2′H-perfluorooctylcyclopentadiene, O1CCCC1 (tetrahydrofuran), C(CCC)[Li] (butyllithium), [Cl-].[Cl-].[Cl-].C[Zr](C1C=CC=C1)(C)(C)(C)C (pentamethylcyclopentadienylzirconium trichloride), O1CCCC1 (tetrahydrofuran). Yields the product [Cl-].[Cl-].CC1=C(C(=C(C1(C)[Zr+2])C)C)C ((pentamethylcyclopentadienyl)zirconium dichloride). Reaction SMILES: [CH2:1]([Li])[CH2:2][CH2:3][CH3:4].[Cl-:6].[Cl-].[Cl-].C[Zr:10](C)(C)(C)(C)[CH:11]1[CH:15]=[CH:14][CH:13]=[CH:12]1.O1CCC[CH2:21]1>>[Cl-:6].[Cl-:6].[CH3:1][C:2]1[C:11]([Zr+2:10])([CH3:12])[C:15]([CH3:21])=[C:14]([CH3:13])[C:3]=1[CH3:4] |f:1.2.3.4,6.7.8|. Procedure details: A solution of 1.39 g of 1′H, 1′H, 2′H, 2′H-perfluorooctylcyclopentadiene from Example 5 in 50 ml of tetrahydrofuran is admixed at −78° C. with 2.1 ml of 1.65 M butyllithium solution and then admixed with a cooled suspension of 1.11 g of pentamethylcyclopentadienylzirconium trichloride in 30 ml of tetrahydrofuran. The mixture is allowed to warm to room temperature and the solvent is removed under reduced pressure. The product is isolated by means of extraction with methylene chloride and pentane. Yields the product C(C1=CC=CC=C1)(=O)C1=CC=C(C=C1)C#CC(C(F)(F)F)(C)O (1-(4-Benzoylphenyl)-4,4,4-trifluoro-3-hydroxy-3-methylbut-1-yne). Procedure: To a cooled (-78° C.) solution of diisopropylamine (99 mL, 0.87 mmol) in freshly distilled tetrahydrofuran (5 mL) was added a solution of n-butyllithium (326 mL of a 2.5M solution in hexanes, 0.81 mmol). The solution was stirred at -78° C. for 25 minutes before a tetrahydrofuran solution of 4-benzoylphenylethyne (120 mg, 0.58 mmol) was added. The reaction was kept at -78° C. for an additional 20 minutes before 1,1,1-trifluoroacetone (521 mL, 5.8 mmol) was added in one portion. After stirring at ... RXN SMILES: C(NC(C)C)(C)C.C([Li])CCC.[C:13]([C:21]1[CH:26]=[CH:25][C:24]([C:27]#[CH:28])=[CH:23][CH:22]=1)(=[O:20])[C:14]1[CH:19]=[CH:18][CH:17]=[CH:16][CH:15]=1.[F:29][C:30]([F:35])([F:34])[C:31]([CH3:33])=[O:32]>O1CCCC1>[C:13]([C:21]1[CH:22]=[CH:23][C:24]([C:27]#[C:28][C:31]([OH:32])([CH3:33])[C:30]([F:35])([F:34])[F:29])=[CH:25][CH:26]=1)(=[O:20])[C:14]1[CH:15]=[CH:16][CH:17]=[CH:18][CH:19]=1. Reactants: C(C1=CC=CC=C1)(=O)C1=CC=C(C=C1)C#C (4-benzoylphenylethyne), C(CCC)[Li] (n-butyllithium), solution, FC(C(=O)C)(F)F (1,1,1-trifluoroacetone), C(C)(C)NC(C)C (diisopropylamine). Conditions: temperature -78 celsius, time 15 minute. Solvent: O1CCCC1 (tetrahydrofuran), hexanes, O1CCCC1 (tetrahydrofuran). Reactants: ClC=1C=C2C=CNC2=CC1 (5-chloroindol), Br (hydrogen bromide), N(=O)C1=C(NC)C=CC(=C1)C (2-nitroso-N-methyl-p-toluidine), C(C)(=O)O (acetic acid). Run in O (water). Reaction conditions: time 2 hour. Product: CC=1C=C2N=C3C(=NC2=CC1)NC=1C=CC(=CC13)Cl (2-methyl-9-chloro-6H-indolo(2,3-b)quinoxaline). Reaction SMILES: [Cl:1][C:2]1[CH:3]=[C:4]2[C:8](=[CH:9][CH:10]=1)[NH:7][CH:6]=[CH:5]2.[N:11]([C:13]1[CH:20]=[C:19]([CH3:21])[CH:18]=[CH:17][C:14]=1[NH:15]C)=O.C(O)(=O)C.Br>O>[CH3:21][C:19]1[CH:20]=[C:13]2[C:14](=[CH:17][CH:18]=1)[N:15]=[C:6]1[NH:7][C:8]3[CH:9]=[CH:10][C:2]([Cl:1])=[CH:3][C:4]=3[C:5]1=[N:11]2. Procedure details: A solution of 1.68 g 5-chloroindol (0.01 mole) and 1.50 g 2-nitroso-N-methyl-p-toluidine (0.01 mole), 10 ml acetic acid is boiled under reflux for 1 hour. Finally hydrogen bromide is introduced and the mixture is boiled for further 2 hours. After cooling it is poured into water. The dried reaction product is recrystallized from acetic acid. Reactants: ONC(C1=CC=C(C=C1)CO)=N (N-Hydroxy-4-hydroxymethylbenzamidine), FC(C1=CC=C(C(=O)O)C=C1)(F)F (4-trifluoromethylbenzoic acid), CN(CCCN=C=NCC)C (1-(3-dimethylaminopropyl)-3-ethyl-carbodiimide), O.ON1N=NC2=C1C=CC=C2 (1-hydroxy-benzotriazole hydrate). The solvent is CN(C=O)C (N,N-dimethylformamide). Run at time 30 minute. Yields the product FC(C1=CC=C(C=C1)C1=NC(=NO1)C1=CC=C(C=C1)CO)(F)F (4-[5-(4-trifluoromethylphenyl)-1,2,4-oxadiazol-3-yl]phenylmethanol). Reaction SMILES: [F:1][C:2]([F:13])([F:12])[C:3]1[CH:11]=[CH:10][C:6]([C:7]([OH:9])=O)=[CH:5][CH:4]=1.CN(C)CCCN=C=NCC.O.ON1C2C=CC=CC=2N=N1.O[NH:37][C:38](=[NH:47])[C:39]1[CH:44]=[CH:43][C:42]([CH2:45][OH:46])=[CH:41][CH:40]=1>CN(C)C=O>[F:12][C:2]([F:1])([F:13])[C:3]1[CH:4]=[CH:5][C:6]([C:7]2[O:9][N:47]=[C:38]([C:39]3[CH:44]=[CH:43][C:42]([CH2:45][OH:46])=[CH:41][CH:40]=3)[N:37]=2)=[CH:10][CH:11]=1 |f:2.3|. Procedure details: A mixture of 4-trifluoromethylbenzoic acid (6 g, 0.032 mol), 1-(3-dimethylaminopropyl)-3-ethyl-carbodiimide (6.05 g, 0.0315 mol) and 1-hydroxy-benzotriazole hydrate (4.82 g, 0.032 mol) in N,N-dimethylformamide (30 mL) is stirred at room temperature for 30 minutes. N-Hydroxy-4-hydroxymethylbenzamidine (6.97 g, 90%, 0.038 mol) is added and the reaction mixture is heated at reflux for 3 hrs, then allowed to come to room temperature and solvent is removed under reduced pressure. An aqueous solution ...